From a dataset of the Open Reaction Database (ORD), a public repository of structured organic reaction records. describe an organic reaction: reactants, conditions, products, and yield Starting materials: CCOC(=O)C(C)(C)Cc1c(C(=O)C(C)(C)C)c2cc(OCc3ccccc3)ccn2c1C(=O)c1ccc(Cl)cc1, CCO, [H][H]. The product is CCOC(=O)C(C)(C)Cc1c(C(=O)C(C)(C)C)c2cc(O)ccn2c1C(=O)c1ccc(Cl)cc1. RXN SMILES: [CH2:1]([c:2]1[cH:3][cH:4][cH:5][cH:6][cH:7]1)[O:8][c:9]1[cH:10][cH:11][n:12]2[c:13]([C:33](=[O:34])[c:35]3[cH:36][cH:37][c:38]([Cl:41])[cH:39][cH:40]3)[c:14]([CH2:24][C:25]([C:26](=[O:27])[O:28][CH2:29][CH3:30])([CH3:31])[CH3:32])[c:15]([C:18]([C:19]([CH3:20])([CH3:21])[CH3:22])=[O:23])[c:16]2[cH:17]1.[CH3:44][CH2:45][OH:46].[H:42][H:43]>>[OH:8][c:9]1[cH:10][cH:11][n:12]2[c:13]([C:33](=[O:34])[c:35]3[cH:36][cH:37][c:38]([Cl:41])[cH:39][cH:40]3)[c:14]([CH2:24][C:25]([C:26](=[O:27])[O:28][CH2:29][CH3:30])([CH3:31])[CH3:32])[c:15]([C:18]([C:19]([CH3:20])([CH3:21])[CH3:22])=[O:23])[c:16]2[cH:17]1. Starting materials: O (water), NN (Hydrazine), FS(=C(C(F)(F)F)Cl)F (pentafluorothioacetyl chloride). As a reaction SMILES: [NH2:1][NH2:2].[F:3][S:4]([F:11])=[C:5](Cl)[C:6]([F:9])([F:8])[F:7].O>CO.CCOCC>[F:3][S:4]([F:11])=[C:5]([NH:1][NH:2][C:5](=[S:4]([F:11])[F:3])[C:6]([F:9])([F:8])[F:7])[C:6]([F:9])([F:8])[F:7]. Conditions: time 15 minute. Reported procedure: Hydrazine (0.67 g, 0.02 mole) in methanol (5 ml) was stirred in a dry ice-acetone bath while pentafluorothioacetyl chloride (1.8 g, 0.0088 mole) in ether (3 ml) was added dropwise. After 15 minutes at 0° C., the mixture was poured into water and the insoluble material (0.35 g, mp 271° C. dec) was removed. An additional 0.7 g, mp 270° C. dec was recovered by concentrating the ether solution. Total yield of N,N'-bis(pentafluorothioacetyl)hydrazine is 1.05 g (66%); 1H NMR (acetone-d6): 4.78 (pentup... Product: FS(=C(C(F)(F)F)NNC(C(F)(F)F)=S(F)F)F (N,N'-Bis(pentafluorothioacetyl)hydrazine). Run in CO (methanol), CCOCC (ether). Reaction conditions: temperature 125 celsius. Reported procedure: A mixture of trifluoromethanesulfonic acid 8-chloro-3-(4-chlorobenzyl)-2,4-dimethyl-quinolin-5-yl ester (0.29 g), zinc cyanide (0.036 g), tetrakis(triphenylphosphine)palladium(0), (0.071 g) in N,N-dimethylformamide (8.0 mL) was heated by microwave irradiation at 125° C. for 10 minutes. The mixture was diluted with water and the resulting precipitate collected by filtration and then purified by column chromatography on silica gel, eluting with a mixture of cyclohexane, dichloromethane and ethyl a... Reaction SMILES: [Cl:1][C:2]1[CH:3]=[CH:4][C:5](OS(C(F)(F)F)(=O)=O)=[C:6]2[C:11]=1[N:10]=[C:9]([CH3:12])[C:8]([CH2:13][C:14]1[CH:19]=[CH:18][C:17]([Cl:20])=[CH:16][CH:15]=1)=[C:7]2[CH3:21].[CH3:30][N:31](C)C=O>O.[C-]#N.[Zn+2].[C-]#N.C1C=CC([P]([Pd]([P](C2C=CC=CC=2)(C2C=CC=CC=2)C2C=CC=CC=2)([P](C2C=CC=CC=2)(C2C=CC=CC=2)C2C=CC=CC=2)[P](C2C=CC=CC=2)(C2C=CC=CC=2)C2C=CC=CC=2)(C2C=CC=CC=2)C2C=CC=CC=2)=CC=1>[Cl:1][C:2]1[C:11]2[N:10]=[C:9]([CH3:12])[C:8]([CH2:13][C:14]3[CH:19]=[CH:18][C:17]([Cl:20])=[CH:16][CH:15]=3)=[C:7]([CH3:21])[C:6]=2[C:5]([C:30]#[N:31])=[CH:4][CH:3]=1 |f:3.4.5,^1:44,46,65,84|. Product: ClC1=CC=C(C=2C(=C(C(=NC12)C)CC1=CC=C(C=C1)Cl)C)C#N (8-chloro-3-(4-chlorobenzyl)-2,4-dimethylquinoline-5-carbonitrile). The reagents and catalysts are [C-]#N.[Zn+2].[C-]#N (zinc cyanide), C=1C=CC(=CC1)[P](C=2C=CC=CC2)(C=3C=CC=CC3)[Pd]([P](C=4C=CC=CC4)(C=5C=CC=CC5)C=6C=CC=CC6)([P](C=7C=CC=CC7)(C=8C=CC=CC8)C=9C=CC=CC9)[P](C=1C=CC=CC1)(C=1C=CC=CC1)C=1C=CC=CC1 (tetrakis(triphenylphosphine)palladium(0)). The reactants are ClC=1C=CC(=C2C(=C(C(=NC12)C)CC1=CC=C(C=C1)Cl)C)OS(=O)(=O)C(F)(F)F (trifluoromethanesulfonic acid 8-chloro-3-(4-chlorobenzyl)-2,4-dimethyl-quinolin-5-yl ester), CN(C=O)C (N,N-dimethylformamide). Solvent: O (water). Reactants: [B] (boron), C(C1=CC=CC=C1)(=O)N[C@@H]([C@@H](C(=S)OC(C)(C)C)O)C1=CC=CC=C1 (tertbutyl 3(R)-benzoylamino-2(S)-hydroxy-3-phenylthiopropionate), CO[C@@](C(=O)O)(C(F)(F)F)C1=CC=CC=C1 ((S)-(-)-α-methoxy-α-(trifluoromethyl) phenylacetic acid), C1(CCCCC1)N=C=NC1CCCCC1 (1,3-dicyclohexylcarbodiimide), C[C@@H]1CC[C@H](C(=O)C1)C(C)C ((-)menthone). Reagents/catalysts: CN(C1=CC=NC=C1)C (4-dimethylaminopyridine). Solvent: ClCCl (dichloromethane). The product is C(C)(=O)OC(CCC1=CC=CC=C1)=S (acetyl-3-phenylthiopropionate). RXN SMILES: [B].C[C@H]1CC(=[O:8])[C@H](C(C)C)CC1.C(N[C@H:22]([C:32]1[CH:37]=[CH:36][CH:35]=[CH:34][CH:33]=1)[C@H:23](O)[C:24]([O:26][C:27](C)(C)[CH3:28])=[S:25])(=O)C1C=CC=CC=1.CO[C@](C1C=CC=CC=1)(C(F)(F)F)C(O)=O.C1(N=C=NC2CCCCC2)CCCCC1>ClCCl.CN(C)C1C=CN=CC=1>[C:27]([O:26][C:24](=[S:25])[CH2:23][CH2:22][C:32]1[CH:37]=[CH:36][CH:35]=[CH:34][CH:33]=1)(=[O:8])[CH3:28]. Reported procedure: A pure sample of tertbutyl 3(R)-benzoylamino-2(S)-hydroxy-3-phenylthiopropionate was obtained via the same reaction sequence, but using the boron reagent di{[(1S,2S,5R)-2-isopropyl-5-methylcyclohex-1-yl]-methyl}boron bromide, derived from (-)menthone. Compound tertbutyl 3(R)-benzoylamino-2(S)-hydroxy-3-phenylthiopropionate was treated with excess (S)-(-)-α-methoxy-α-(trifluoromethyl) phenylacetic acid in dichloromethane in the presence of 1,3-dicyclohexylcarbodiimide (DCC) and catalytic 4-dimeth... Reactants: C(C1=CC=CC=C1)(C1=CC=CC=C1)N1C(=C(C2=CC(=CC=C12)Cl)CCOC1=CC=C(C(=O)O)C=C1)CCNS(=O)(=O)CC1=CC=CC=C1 (4-[2-(1-Benzhydryl-2-{2-[(benzylsulfonyl)amino]ethyl}-5-chloro-1H-indol-3-yl)ethoxy]benzoic acid), C(C)N(S(=O)(=O)C1=CC=C(C=C1)CS(=O)(=O)Cl)CC ((4-Diethylsulfamoyl-phenyl)-methanesulfonyl chloride). The product is C(C1=CC=CC=C1)(C1=CC=CC=C1)N1C(=C(C2=CC(=CC=C12)Cl)CCOC1=CC=C(C(=O)O)C=C1)CCNS(=O)(=O)CC1=CC=C(C=C1)S(N(CC)CC)(=O)=O (4-(2-{1-Benzhydryl-5-chloro-2-[2-(4-diethylsulfamoyl-phenylmethanesulfonylamino)-ethyl]-1H-indol-3-yl}-ethoxy)-benzoic acid). As a reaction SMILES: [CH:1]([N:14]1[C:22]2[C:17](=[CH:18][C:19]([Cl:23])=[CH:20][CH:21]=2)[C:16]([CH2:24][CH2:25][O:26][C:27]2[CH:35]=[CH:34][C:30]([C:31]([OH:33])=[O:32])=[CH:29][CH:28]=2)=[C:15]1[CH2:36][CH2:37][NH:38][S:39]([CH2:42][C:43]1[CH:48]=[CH:47][CH:46]=[CH:45][CH:44]=1)(=[O:41])=[O:40])([C:8]1[CH:13]=[CH:12][CH:11]=[CH:10][CH:9]=1)[C:2]1[CH:7]=[CH:6][CH:5]=[CH:4][CH:3]=1.[CH2:49]([N:51]([CH2:66][CH3:67])[S:52](C1C=CC(CS(Cl)(=O)=O)=CC=1)(=[O:54])=[O:53])[CH3:50]>>[CH:1]([N:14]1[C:22]2[C:17](=[CH:18][C:19]([Cl:23])=[CH:20][CH:21]=2)[C:16]([CH2:24][CH2:25][O:26][C:27]2[CH:28]=[CH:29][C:30]([C:31]([OH:33])=[O:32])=[CH:34][CH:35]=2)=[C:15]1[CH2:36][CH2:37][NH:38][S:39]([CH2:42][C:43]1[CH:44]=[CH:45][C:46]([S:52](=[O:54])(=[O:53])[N:51]([CH2:66][CH3:67])[CH2:49][CH3:50])=[CH:47][CH:48]=1)(=[O:41])=[O:40])([C:2]1[CH:7]=[CH:6][CH:5]=[CH:4][CH:3]=1)[C:8]1[CH:9]=[CH:10][CH:11]=[CH:12][CH:13]=1. Reported procedure: The title compound was prepared from 4-{2-[2-(2-amino-ethyl)-1-benzhydryl-5-chloro-1H-indol-3-yl]-ethoxy}-benzoic acid methyl ester (Step 6, Example 1) and (4-Diethylsulfamoyl-phenyl)-methanesulfonyl chloride according to Example 1 Step 7. The reactants are [Li].FC(OC=1C=C(C=C(C1)F)C(=CC(C(=O)OCC)=O)[O-])F (Lithium 1-(3-difluoromethoxy-5-fluorophenyl)-4-ethoxy-3,4-dioxobut-1-en-1-olate), ClC=1C=C(C=C(C1)F)C1=CC(=NN1C1=NC=CC=C1)C(=O)O (5-(3-Chloro-5-fluorophenyl)-1-(pyridin-2-yl)-1H-pyrazole-3-carboxylic acid), Cl.ClC1=NC=CC(=C1)NN (2-chloropyridin-4-yl-hydrazine hydrochloride). Yields the product FC=1C=C(C=C(C1)OC(F)F)C1=CC(=NN1C1=CC(=NC=C1)Cl)C(=O)O (5-(3-Fluoro-5-difluoromethoxyphenyl)-1-(2-chloropyridin-4-yl)-1H-pyrazole-3-carboxylic acid). As a reaction SMILES: [Li].[F:2][CH:3]([F:22])[O:4][C:5]1[CH:6]=[C:7]([C:12]([O-])=[CH:13][C:14](=O)[C:15]([O:17]CC)=[O:16])[CH:8]=[C:9]([F:11])[CH:10]=1.ClC1C=C(C2N(C3C=CC=CN=3)N=C(C(O)=O)C=2)C=C(F)C=1.Cl.[Cl:46][C:47]1[CH:52]=[C:51]([NH:53][NH2:54])[CH:50]=[CH:49][N:48]=1>>[F:11][C:9]1[CH:8]=[C:7]([C:12]2[N:53]([C:51]3[CH:50]=[CH:49][N:48]=[C:47]([Cl:46])[CH:52]=3)[N:54]=[C:14]([C:15]([OH:17])=[O:16])[CH:13]=2)[CH:6]=[C:5]([O:4][CH:3]([F:2])[F:22])[CH:10]=1 |f:0.1,3.4,^1:0|. Reported procedure: 590 mg (1.01 mmol) of the compound of Example 7A is reacted analogously to the synthesis of the compound of Example 20A with 200 mg (1.11 mmol) of 2-chloropyridin-4-yl-hydrazine hydrochloride. After hydrolysis, 160 mg (41% of theory) of the title compound is obtained. Reactants: O.NN (hydrazine hydrate), CC(C)=O (propanone), C(C)OC(C(C(=O)C1=NC=CC=C1)C1=NC=CC=C1)OCC (3,3-diethoxy-1,2-bis(2-pyridinyl)-1-propanone). The solvent is C(C)O (ethanol). The product is N1=C(C=CC=C1)C=1C=NNC1C1=NC=CC=C1 (4,5-bis(2-pyridinyl)-1H-pyrazole). As a reaction SMILES: CC(=O)C.O.[NH2:6][NH2:7].C(O[CH:11](OCC)[CH:12]([C:21]1[CH:26]=[CH:25][CH:24]=[CH:23][N:22]=1)[C:13]([C:15]1[CH:20]=[CH:19][CH:18]=[CH:17][N:16]=1)=O)C>C(O)C>[N:22]1[CH:23]=[CH:24][CH:25]=[CH:26][C:21]=1[C:12]1[CH:11]=[N:6][NH:7][C:13]=1[C:15]1[CH:20]=[CH:19][CH:18]=[CH:17][N:16]=1 |f:1.2|. Reported procedure: The propanone was dissolved in 1 L of ethanol, 5.8 mL (0.12 mol) of hydrazine hydrate was added, and the mixture was heated to reflux for 1 hr. The ethanol was stripped off in vacuo, and the residue was put through a 600 g silica gel column eluting with 1:1 hexane-acetone to yield about 4 g of 4,5-bis(2-pyridinyl)-1H-pyrazole as a light tan solid after removal of solvent. Starting materials: [OH-].[K+] (potassium hydroxide), FC(S(=O)(=O)OC=1C=C2CCNC(C2=CC1)=O)(F)F (1-oxo-1,2,3,4-tetrahydroisoquinolin-6-yl trifluoromethanesulfonate), CN1CCCC1=O (NMP), C(Cl)(Cl)Cl (Chloroform). The reagents and catalysts are [C-]#N.[Zn+2].[C-]#N (Zinc cyanide), C=1C=CC(=CC1)[P](C=2C=CC=CC2)(C=3C=CC=CC3)[Pd]([P](C=4C=CC=CC4)(C=5C=CC=CC5)C=6C=CC=CC6)([P](C=7C=CC=CC7)(C=8C=CC=CC8)C=9C=CC=CC9)[P](C=1C=CC=CC1)(C=1C=CC=CC1)C=1C=CC=CC1 (tetrakis(triphenylphosphine)palladium). Conditions: temperature 120 celsius, time 3 hour. Product: O=C1NCCC2=CC(=CC=C12)C(=O)O (1-oxo-1,2,3,4-tetrahydroisoquinoline-6-carboxylic acid). Reaction SMILES: [OH-:1].[K+].FC(F)(F)S(O[C:9]1[CH:10]=[C:11]2[C:16](=[CH:17][CH:18]=1)[C:15](=[O:19])[NH:14][CH2:13][CH2:12]2)(=O)=O.C(Cl)(Cl)Cl.CN1[C:31](=[O:32])CCC1>[C-]#N.[Zn+2].[C-]#N.C1C=CC([P]([Pd]([P](C2C=CC=CC=2)(C2C=CC=CC=2)C2C=CC=CC=2)([P](C2C=CC=CC=2)(C2C=CC=CC=2)C2C=CC=CC=2)[P](C2C=CC=CC=2)(C2C=CC=CC=2)C2C=CC=CC=2)(C2C=CC=CC=2)C2C=CC=CC=2)=CC=1>[O:19]=[C:15]1[C:16]2[C:11](=[CH:10][C:9]([C:31]([OH:32])=[O:1])=[CH:18][CH:17]=2)[CH2:12][CH2:13][NH:14]1 |f:0.1,5.6.7,^1:41,43,62,81|. Procedure details: Zinc cyanide (744 mg), potassium hydroxide (470 mg) and tetrakis(triphenylphosphine)palladium (0) (1.82 g) were sequentially added to a solution of 1-oxo-1,2,3,4-tetrahydroisoquinolin-6-yl trifluoromethanesulfonate (1.55 g) in NMP (15 ml), followed by stirring at 120° C. for 3 hours. Chloroform was added to the reaction solution, the precipitated solid was separated by filtration, and the solvent of the filtrate was evaporated. The residue was purified by silica gel chromatography (hexane:ethyl ... Reactants: NC1=C(C=C(C(=C1)OC)F)C(=O)C1=C(C=CC=C1)Cl ((2-amino-5-fluoro-4-methoxyphenyl)(2-chlorophenyl)-methanone), [H-].C(C(C)C)[Al+]CC(C)C (diisobutylaluminum hydride), NC=1C(=NN(C1Cl)CC=C)C (4-amino-5-chloro-3-methyl-1-(2-propenyl)-1H-pyrazole), ClC1=C(C=CC=C1)C1=NC=2C(=NC3=C1C=C(C(=C3)OC)F)N(NC2C)CC=C (5-(2-chlorophenyl)-1,2-dihydro-7-fluoro-8-methoxy-3-methyl-1-(2-propenyl)-pyrazolo[3 ,4-b][1,4]benzodiazepine). Product: ClC1=C(C=CC=C1)C1=NC=2C(=NC3=C1C=C(C(=C3)OC)F)NNC2C (5-(2-chlorophenyl)-1,2-dihydro-7-fluoro-8-methoxy-3-methyl-pyrazolo[3,4-b][1,4]benzodiazepine). Reaction SMILES: NC1C=C(OC)C(F)=CC=1C(C1C=CC=CC=1Cl)=O.NC1C(C)=NN(CC=C)C=1Cl.[Cl:31][C:32]1[CH:37]=[CH:36][CH:35]=[CH:34][C:33]=1[C:38]1[C:44]2[CH:45]=[C:46]([F:51])[C:47]([O:49][CH3:50])=[CH:48][C:43]=2[N:42]=[C:41]2[N:52](CC=C)[NH:53][C:54]([CH3:55])=[C:40]2[N:39]=1.[H-].C([Al+]CC(C)C)C(C)C>>[Cl:31][C:32]1[CH:37]=[CH:36][CH:35]=[CH:34][C:33]=1[C:38]1[C:44]2[CH:45]=[C:46]([F:51])[C:47]([O:49][CH3:50])=[CH:48][C:43]=2[N:42]=[C:41]2[NH:52][NH:53][C:54]([CH3:55])=[C:40]2[N:39]=1 |f:3.4|. Procedure details: 5-(2-chlorophenyl)-1,2-dihydro-7-fluoro-8-methoxy-3-methyl-pyrazolo[3,4-b][1,4]benzodiazepine (IVa) was prepared by reacting 0.0014 moles of (2-amino-5-fluoro-4-methoxyphenyl)(2-chlorophenyl)-methanone (Xa) with 4-amino-5-chloro-3-methyl-1-(2-propenyl)-1H-pyrazole (XIII), and subsequent dealkylation of the intermediate, 5-(2-chlorophenyl)-1,2-dihydro-7-fluoro-8-methoxy-3-methyl-1-(2-propenyl)-pyrazolo[3 ,4-b][1,4]benzodiazepine (XIVa) with diisobutylaluminum hydride in a manner analogous to Exam...